From a dataset of the Open Reaction Database (ORD), a public repository of structured organic reaction records. describe an organic reaction: reactants, conditions, products, and yield Starting materials: FC(C(F)F)(OC=1C=C(C=CC1)NC1=NC=CC(=N1)C1=CC(=NC=C1)C#N)F (N-[3-(1,1,2,2-tetrafluoro-ethoxy)-phenyl]-4-(2-cyano-4-pyridyl)-2-pyrimidineamine), [H-].C(C(C)C)[Al+]CC(C)C.C1CCOC1 (diisobutylaluminium hydride THF). Run in CO (methanol). Product: FC(C(F)F)(OC=1C=C(C=CC1)NC1=NC=CC(=N1)C1=CC(=NC=C1)CN)F (N-[3-(1,1,2,2-tetrafluoro-ethoxy)-phenyl]-4-(2-aminomethyl-4-pyridyl)-2-pyrimidineamine). RXN SMILES: [F:1][C:2]([F:28])([O:6][C:7]1[CH:8]=[C:9]([NH:13][C:14]2[N:19]=[C:18]([C:20]3[CH:25]=[CH:24][N:23]=[C:22]([C:26]#[N:27])[CH:21]=3)[CH:17]=[CH:16][N:15]=2)[CH:10]=[CH:11][CH:12]=1)[CH:3]([F:5])[F:4].[H-].C([Al+]CC(C)C)C(C)C.C1COCC1>CO>[F:28][C:2]([F:1])([O:6][C:7]1[CH:8]=[C:9]([NH:13][C:14]2[N:19]=[C:18]([C:20]3[CH:25]=[CH:24][N:23]=[C:22]([CH2:26][NH2:27])[CH:21]=3)[CH:17]=[CH:16][N:15]=2)[CH:10]=[CH:11][CH:12]=1)[CH:3]([F:5])[F:4] |f:1.2.3|. Procedure: 100 mg (0.26 mmol) of N-[3-(1,1,2,2-tetrafluoro-ethoxy)-phenyl]-4-(2-cyano-4-pyridyl)-2-pyrimidineamine and 1.28 ml (1.0M in THF, 1.28 mmol) of diisobutylaluminium hydride/THF solution are stirred for 1 h at -20°. After the addition of 2 ml of methanol, the reaction mixture is heated to RT and the reaction product is isolated by filtration. After concentration under reduced pressure using a rotovapor and chromatography [methylene chloride:methanol:ammonia (conc.)=95:5:]N-[3-(1,1,2,2-tetrafluoro-... Starting materials: ClC1=CC=CC2=C1C(N1[C@H](C=3N2C=NC3C(=O)OCC)CCC1)=O (ethyl (S)-8-chloro-11,12,13,13a-tetrahydro-9-oxo-9H-imidazo[1,5-a]pyrrolo[2,1-c][1,4]benzodiazepine-1-carboxylate), [C-]#N.[K+] (potassium cyanide). The solvent is C(C#C)O (propargyl alcohol). Yields the product ClC1=CC=CC2=C1C(N1[C@H](C=3N2C=NC3C(=O)OCC#C)CCC1)=O (2-propynyl (S)-8-chloro-11,12,13,13a-tetrahydro-9-oxo-9H-imidazo[1,5-a]pyrrolo[2,1-c][1,4]benzodiazepine-1-carboxylate). As a reaction SMILES: [Cl:1][C:2]1[C:7]2[C:8](=[O:24])[N:9]3[CH2:23][CH2:22][CH2:21][C@H:10]3[C:11]3[N:12]([CH:13]=[N:14][C:15]=3[C:16]([O:18][CH2:19][CH3:20])=[O:17])[C:6]=2[CH:5]=[CH:4][CH:3]=1.[C-:25]#N.[K+]>C(O)C#C>[Cl:1][C:2]1[C:7]2[C:8](=[O:24])[N:9]3[CH2:23][CH2:22][CH2:21][C@H:10]3[C:11]3[N:12]([CH:13]=[N:14][C:15]=3[C:16]([O:18][CH2:19][C:20]#[CH:25])=[O:17])[C:6]=2[CH:5]=[CH:4][CH:3]=1 |f:1.2|. Procedure details: A mixture of 6.92 g (0.02 mol) of ethyl (S)-8-chloro-11,12,13,13a-tetrahydro-9-oxo-9H-imidazo[1,5-a]pyrrolo[2,1-c][1,4]benzodiazepine-1-carboxylate, 100 ml of propargyl alcohol and 0.4 g of potassium cyanide is heated to boiling under reflux for 4 hours, 75 ml of the solvent are then removed by distillation, 75 ml of propargyl alcohol are added to the mixture and the resulting mixture is heated to boiling under reflux for a further 16 hours. The mixture is concentrated, 25 ml of water are added ...